This data is from the Open Reaction Database (ORD), a public repository of structured organic reaction records. The task is: describe an organic reaction: reactants, conditions, products, and yield The reactants are C(OC(C)Cl)(OC1CCCCC1)=O (1-chloroethyl cyclohexyl carbonate), C(OC(C)Cl)(OC1CCCCC1)=O (1-chloroethyl cyclohexyl carbonate), CCCCCCC.CC(C)(C)OC (Heptane TBME), C(C)(C)(C)OC(=O)N[C@@H](CC(=O)O)CC1=CC=C(C=C1)C1=C(C=CC(=C1)Cl)F ((R)-3-((tert-butoxycarbonyl)amino)-4-(5′-chloro-2′-fluoro-[1,1′-biphenyl]-4-yl)butanoic acid), CCCCCCC.CC(C)(C)OC (Heptane TBME), C([O-])([O-])=O.[Cs+].[Cs+] (cesium carbonate). Run in CN(C)C=O (DMF). Reaction conditions: time 5 minute. Yields the product C(C)(C)(C)OC(=O)N[C@@H](CC(=O)OC(C)OC(=O)OC1CCCCC1)CC1=CC=C(C=C1)C1=C(C=CC(=C1)Cl)F ((3R)-1-(((cyclohexyloxy)carbonyl)oxy)ethyl 3-((tert-butoxycarbonyl)amino)-4-(5′-chloro-2′-fluoro-[1,1′-biphenyl]-4-yl)butanoate). The yield is 97.0%. RXN SMILES: [C:1](=[O:13])([O:6][CH:7]1[CH2:12][CH2:11][CH2:10][CH2:9][CH2:8]1)[O:2][CH:3](Cl)[CH3:4].CCCCCCC.CC(OC)(C)C.[C:27]([O:31][C:32]([NH:34][C@H:35]([CH2:40][C:41]1[CH:46]=[CH:45][C:44]([C:47]2[CH:52]=[C:51]([Cl:53])[CH:50]=[CH:49][C:48]=2[F:54])=[CH:43][CH:42]=1)[CH2:36][C:37]([OH:39])=[O:38])=[O:33])([CH3:30])([CH3:29])[CH3:28].C(=O)([O-])[O-].[Cs+].[Cs+]>CN(C=O)C>[C:27]([O:31][C:32]([NH:34][C@H:35]([CH2:40][C:41]1[CH:46]=[CH:45][C:44]([C:47]2[CH:52]=[C:51]([Cl:53])[CH:50]=[CH:49][C:48]=2[F:54])=[CH:43][CH:42]=1)[CH2:36][C:37]([O:39][CH:3]([O:2][C:1]([O:6][CH:7]1[CH2:12][CH2:11][CH2:10][CH2:9][CH2:8]1)=[O:13])[CH3:4])=[O:38])=[O:33])([CH3:30])([CH3:28])[CH3:29] |f:1.2,4.5.6|. Reported procedure: 1-chloroethyl cyclohexyl carbonate was resolved by HPLC on a preparative Chiralpak ID column using Heptane/TBME 98:2 and a polarimetric detector. From this resolution, Peak 2 was determined to have 98% ee on a Chiralpak ID column and was used in the subsequent step. To a solution of 1-chloroethyl cyclohexyl carbonate (second-eluting isomer from a Chiralpak ID column Heptane/TBME 98:2) (1.75 g, 8.47 mmol) and (R)-3-((tert-butoxycarbonyl)amino)-4-(5′-chloro-2′-fluoro-[1,1′-biphenyl]-4-yl)butanoic ...